From a dataset of the Open Reaction Database (ORD), a public repository of structured organic reaction records. describe an organic reaction: reactants, conditions, products, and yield Starting materials: BrCCCCCCBr, CCCC[N+](CCCC)(CCCC)CCCC, COc1ccc(CCO)cc1, [Na+], [OH-], O, O=S(=O)([O-])O. The product is COc1ccc(CCOCCCCCCBr)cc1. RXN SMILES: [Br:12][CH2:13][CH2:14][CH2:15][CH2:16][CH2:17][CH2:18][Br:19].[CH2:27]([N+:28]([CH2:29][CH2:30][CH2:31][CH3:32])([CH2:33][CH2:34][CH2:35][CH3:36])[CH2:37][CH2:38][CH2:39][CH3:40])[CH2:41][CH2:42][CH3:43].[CH3:1][O:2][c:3]1[cH:4][cH:5][c:6]([CH2:9][CH2:10][OH:11])[cH:7][cH:8]1.[Na+:21].[OH-:20].[OH2:44].[S:22](=[O:23])(=[O:24])([OH:25])[O-:26]>>[CH3:1][O:2][c:3]1[cH:4][cH:5][c:6]([CH2:9][CH2:10][O:11][CH2:18][CH2:17][CH2:16][CH2:15][CH2:14][CH2:13][Br:12])[cH:7][cH:8]1. The reactants are FC1=CC=C(C=C1)C1=NOC(=C1CNC=1C=C(NN1)C(=O)O)C (5-{[3-(4-fluoro-phenyl)-5-methyl-isoxazol-4-ylmethyl]-amino}-2H-pyrazole-3-carboxylic acid), O.ON1N=NC2=C1C=CC=C2 (1-hydroxybenzotriazole hydrate), C(C)N(C(C)C)C(C)C (N-ethyldiisopropylamine), N-(3-dimethylaminopropyl)-N′-ethylcarbodiimidazole hydrochloride, OC(CN)(C)C (2-hydroxy-2-methylpropylamine), [Cl-].[Na+] (sodium chloride). Solvent: CN(C)C=O (DMF). Reaction conditions: time 8 hour. Yields the product OC(CNC(=O)C=1NN=C(C1)NCC=1C(=NOC1C)C1=CC=C(C=C1)F)(C)C (5-{[3-(4-Fluoro-phenyl)-5-methyl-isoxazol-4-ylmethyl]-amino}-2H-pyrazole-3-carboxylic acid (2-hydroxy-2-methyl-propyl)-amide). Yield: 18.3%. Reaction SMILES: [F:1][C:2]1[CH:7]=[CH:6][C:5]([C:8]2[C:12]([CH2:13][NH:14][C:15]3[CH:16]=[C:17]([C:20]([OH:22])=O)[NH:18][N:19]=3)=[C:11]([CH3:23])[O:10][N:9]=2)=[CH:4][CH:3]=1.O.ON1C2C=CC=CC=2N=N1.C(N(C(C)C)C(C)C)C.[OH:44][C:45]([CH3:49])([CH3:48])[CH2:46][NH2:47].[Cl-].[Na+]>CN(C=O)C>[OH:44][C:45]([CH3:49])([CH3:48])[CH2:46][NH:47][C:20]([C:17]1[NH:18][N:19]=[C:15]([NH:14][CH2:13][C:12]2[C:8]([C:5]3[CH:4]=[CH:3][C:2]([F:1])=[CH:7][CH:6]=3)=[N:9][O:10][C:11]=2[CH3:23])[CH:16]=1)=[O:22] |f:1.2,5.6|. Procedure details: To a solution of 5-{[3-(4-fluoro-phenyl)-5-methyl-isoxazol-4-ylmethyl]-amino}-2H-pyrazole-3-carboxylic acid (0.212 mmol) in DMF (5 mL) was added 1-hydroxybenzotriazole hydrate (0.318 mmol), N-ethyldiisopropylamine (0.848 mmol), N-(3-dimethylaminopropyl)-N′-ethylcarbodiimidazole hydrochloride (0.318 mmol) and 2-hydroxy-2-methylpropylamine (0.318 mmol) and the resulting mixture stirred overnight at room temperature. The reaction mixture was then poured into aqueous sodium chloride (saturated) and ... Reactants: ClC1=C(C(=O)O)C=CC=C1Cl (2,3-dichlorobenzoic acid), FC1=CC=C(C=C1)C(CN)N1CCC(CC1)(F)F (2-(4-fluoro-phenyl)-2-(4,4-difluoro-piperidin-1-yl)-ethylamine). Yields the product ClC1=C(C(=O)NCC(C2=CC=C(C=C2)F)N2CCC(CC2)(F)F)C=CC=C1Cl (2,3-Dichloro-N-[2-(4,4-difluoro-piperidin-1-yl)-2-(4-fluoro-phenyl)-ethyl]-benzamide). As a reaction SMILES: [Cl:1][C:2]1[C:10]([Cl:11])=[CH:9][CH:8]=[CH:7][C:3]=1[C:4]([OH:6])=O.[F:12][C:13]1[CH:18]=[CH:17][C:16]([CH:19]([N:22]2[CH2:27][CH2:26][C:25]([F:29])([F:28])[CH2:24][CH2:23]2)[CH2:20][NH2:21])=[CH:15][CH:14]=1>>[Cl:1][C:2]1[C:10]([Cl:11])=[CH:9][CH:8]=[CH:7][C:3]=1[C:4]([NH:21][CH2:20][CH:19]([N:22]1[CH2:23][CH2:24][C:25]([F:29])([F:28])[CH2:26][CH2:27]1)[C:16]1[CH:17]=[CH:18][C:13]([F:12])=[CH:14][CH:15]=1)=[O:6]. Procedure: From 2,3-dichlorobenzoic acid and 2-(4-fluoro-phenyl)-2-(4,4-difluoro-piperidin-1-yl)-ethylamine. The reactants are C1(CC1)CNCCC1=CC=C(C=C1)C1=NN(C=N1)C1=CC=C(C=C1)OC(F)(F)F (N-(cyclopropylmethyl)-2-(4-(1-(4-(trifluoromethoxy)phenyl)-1H-1,2,4-triazol-3-yl)phenyl)ethanamine), C(C)(C)C1=C(C=C(C=C1)C)N1/C(/SCC1=O)=N/C(OC1=CC=C(C=C1)[N+](=O)[O-])=O ((Z)-4-nitrophenyl (3-(2-isopropyl-5-methylphenyl)-4-oxothiazolidin-2-ylidene)carbamate). Product: C1(CC1)CN(C(=O)\N=C\1/SCC(N1C1=C(C=CC(=C1)C)C(C)C)=O)CCC1=CC=C(C=C1)C1=NN(C=N1)C1=CC=C(C=C1)OC(F)(F)F ((Z)-1-(cyclopropylmethyl)-3-(3-(2-isopropyl-5-methylphenyl)-4-oxothiazolidin-2-ylidene)-1-(4-(1-(4-(trifluoromethoxy)phenyl)-1H-1,2,4-triazol-3-yl)phenethyl)urea), oil. Yield: 60.0%. As a reaction SMILES: [CH:1]1([CH2:4][NH:5][CH2:6][CH2:7][C:8]2[CH:13]=[CH:12][C:11]([C:14]3[N:18]=[CH:17][N:16]([C:19]4[CH:24]=[CH:23][C:22]([O:25][C:26]([F:29])([F:28])[F:27])=[CH:21][CH:20]=4)[N:15]=3)=[CH:10][CH:9]=2)[CH2:3][CH2:2]1.[CH:30]([C:33]1[CH:38]=[CH:37][C:36]([CH3:39])=[CH:35][C:34]=1[N:40]1[C:44](=[O:45])[CH2:43][S:42]/[C:41]/1=[N:46]\[C:47](=O)[O:48]C1C=CC([N+]([O-])=O)=CC=1)([CH3:32])[CH3:31]>>[CH:1]1([CH2:4][N:5]([CH2:6][CH2:7][C:8]2[CH:9]=[CH:10][C:11]([C:14]3[N:18]=[CH:17][N:16]([C:19]4[CH:20]=[CH:21][C:22]([O:25][C:26]([F:27])([F:28])[F:29])=[CH:23][CH:24]=4)[N:15]=3)=[CH:12][CH:13]=2)[C:47](/[N:46]=[C:41]2\[S:42][CH2:43][C:44](=[O:45])[N:40]\2[C:34]2[CH:35]=[C:36]([CH3:39])[CH:37]=[CH:38][C:33]=2[CH:30]([CH3:31])[CH3:32])=[O:48])[CH2:3][CH2:2]1. Procedure: The title compound was prepared as described in Example 95 using N-(cyclopropylmethyl)-2-(4-(1-(4-(trifluoromethoxy)phenyl)-1H-1,2,4-triazol-3-yl)phenyl)ethanamine (CB27) and (Z)-4-nitrophenyl (3-(2-isopropyl-5-methylphenyl)-4-oxothiazolidin-2-ylidene)carbamate (CA50), purified by flash column chromatography using 0-100% ethyl acetate/B, where B=1:1 dichloromethane/hexanes, as eluent and isolated as red-orange oil (0.127 g, 60%). Reactants: C([O-])([O-])=O.[Cs+].[Cs+] (cesium carbonate), N#CBr (cyanogen bromide), N1(CCC2=CC=CC=C12)C(CC1=NC(=CC(N1)=O)N1CCOCC1)=O (2-[2-(2,3-dihydro-1H-indol-1-yl)-2-oxoethyl]-6-(morpholin-4-yl)pyrimidin-4(3H)-one). The solvent is O1CCOCC1 (dioxane). Conditions: temperature 40 celsius. Yields the product N1(CCC2=CC=CC=C12)C(CC=1N(C(C=C(N1)N1CCOCC1)=O)C#N)=O (2-[2-(2,3-dihydro-1H-indol-1-yl)-2-oxoethyl]-4-(morpholin-4-yl)-6-oxopyrimidine-1(6H)-carbonitrile). Reaction SMILES: C(=O)([O-])[O-].[Cs+].[Cs+].[N:7]#[C:8]Br.[N:10]1([C:19](=[O:34])[CH2:20][C:21]2[NH:26][C:25](=[O:27])[CH:24]=[C:23]([N:28]3[CH2:33][CH2:32][O:31][CH2:30][CH2:29]3)[N:22]=2)[C:18]2[C:13](=[CH:14][CH:15]=[CH:16][CH:17]=2)[CH2:12][CH2:11]1>O1CCOCC1>[N:10]1([C:19](=[O:34])[CH2:20][C:21]2[N:26]([C:8]#[N:7])[C:25](=[O:27])[CH:24]=[C:23]([N:28]3[CH2:29][CH2:30][O:31][CH2:32][CH2:33]3)[N:22]=2)[C:18]2[C:13](=[CH:14][CH:15]=[CH:16][CH:17]=2)[CH2:12][CH2:11]1 |f:0.1.2|. Procedure details: 330 mg of cesium carbonate and 404 mg of cyanogen bromide are successively added to a solution of 1 g of 2-[2-(2,3-dihydro-1H-indol-1-yl)-2-oxoethyl]-6-(morpholin-4-yl)pyrimidin-4(3H)-one (which can be obtained according to example 41d, step 1d) in 40 ml of dioxane with 4 Å molecular sieve. The reaction mixture is heated at 40° C. for 2 hours and then cooled to ambient temperature. The suspension is filtered through sintered glass and then rinsed with dioxane, and the filtrate is concentrated un... Starting materials: C(C1=CC=CC=C1)OC1=C2C=CNC2=CC=C1 (4-Benzyloxyindole), C(C)#N (acetonitrile), [OH-].[K+] (potassium hydroxide), C(C)#N (acetonitrile), C(=O)=NS(=O)(=O)Cl (N-carbonylsulphamoyl chloride). Solvent: O (water). Conditions: time 1 hour. Yields the product C(C1=CC=CC=C1)OC1=C2C(=CNC2=CC=C1)C(=O)N (4-Benzyloxy-3-aminocarbonylindole). RXN SMILES: [CH2:1]([O:8][C:9]1[CH:17]=[CH:16][CH:15]=[C:14]2[C:10]=1[CH:11]=[CH:12][NH:13]2)[C:2]1[CH:7]=[CH:6][CH:5]=[CH:4][CH:3]=1.C(#N)C.[C:21](=[N:23]S(Cl)(=O)=O)=[O:22].[OH-].[K+]>O>[CH2:1]([O:8][C:9]1[CH:17]=[CH:16][CH:15]=[C:14]2[C:10]=1[C:11]([C:21]([NH2:23])=[O:22])=[CH:12][NH:13]2)[C:2]1[CH:3]=[CH:4][CH:5]=[CH:6][CH:7]=1 |f:3.4|. Procedure: 4.4 g. 4-Benzyloxyindole (see Helv. Chim. Acta, 54. 2411/1971) are dissolved in 20 ml. anhydrous acetonitrile, cooled to 0° C. and mixed with 1.8 ml. N-carbonylsulphamoyl chloride in 20 ml. acetonitrile. After a reaction period of about 1 hour, a solution of 3.4 g. potassium hydroxide in 34 ml. water is added thereto and the reaction mixture then stirred for 1 hour at ambient temperature. After evaporating the solvent, the residue is taken up in 200 ml. 2 N hydrochloric acid and extracted with m... Product: N1CCC(CC1)NCCNCC(C)(C)N (N-(4-piperidyl)-N'-(2-amino-2-methyl-propyl)-1,2-ethanediamine). The reactants are NC(CNCCN)(C)C (N-(2-amino-2-methylpropyl)-1,2-ethanediamine), N1CCC(CC1)=O (piperidin-4-one). Procedure: In a manner analogous to that described immediately hereinabove, by reacting N-(2-amino-2-methylpropyl)-1,2-ethanediamine with piperidin-4-one, it is reductively alkylated to yield N-(4-piperidyl)-N'-(2-amino-2-methyl-propyl)-1,2-ethanediamine; and, 2,2,6,6-piperidin-4-one is reductively alkylated to yield N-(2,2,6,6-tetramethyl-4-piperidyl)-N'-(2-amino-2-methylpropyl)-1,2-ethanediamine having the structure: ##STR15## RXN SMILES: [NH2:1][C:2]([CH3:9])([CH3:8])[CH2:3][NH:4][CH2:5][CH2:6][NH2:7].[NH:10]1[CH2:15][CH2:14][C:13](=O)[CH2:12][CH2:11]1>>[NH:10]1[CH2:15][CH2:14][CH:13]([NH:7][CH2:6][CH2:5][NH:4][CH2:3][C:2]([NH2:1])([CH3:9])[CH3:8])[CH2:12][CH2:11]1. Reagents/catalysts: C(CCCCCCCCCCC)S (dodecyl mercaptan). Procedure: A reaction was carried out by (a) feeding 23 g of fluorenone, 1.3 g of dodecyl mercaptan, and 161.0 g of 2-methyl phenol into a 500 ml glass reactor vessel equipped with a stirrer, a condenser and a thermometer, (b) dropping 13.0 g of 35% hydrochloric acid to a mixture, and (c) stirring the mixture at 50° C. for 2 hours. The amount of remaining fluorenone was determined by HPLC, and found to be 0.1% or less. To an obtained reaction mixture liquid, 18.5 g of 29% sodium hydroxide aqueous solution ... RXN SMILES: [C:1]1(=O)[C:13]2[C:5]([C:6]3[C:11]([CH:12]=2)=[CH:10][CH:9]=[CH:8][CH:7]=3)=[CH:4][CH:3]=[CH:2]1.[CH3:15][C:16]1[CH:21]=[CH:20][CH:19]=[CH:18][C:17]=1[OH:22].Cl.[OH-:24].[Na+]>C(S)CCCCCCCCCCC>[OH:22][C:17]1[CH:18]=[CH:19][C:20]([C:13]2([C:1]3[CH:2]=[CH:3][C:6]([OH:24])=[C:5]([CH3:13])[CH:4]=3)[C:5]3[CH:4]=[CH:9][CH:8]=[CH:7][C:6]=3[C:11]3[C:12]2=[CH:1][CH:2]=[CH:3][CH:10]=3)=[CH:21][C:16]=1[CH3:15] |f:3.4|. Run at temperature 50 celsius, time 2 hour. Isolated yield 156.9%. Reactants: ( a ), Cl (hydrochloric acid), ( b ), [OH-].[Na+] (sodium hydroxide), C1(C=CC=C2C3=CC=CC=C3C=C12)=O (fluorenone), C1(C=CC=C2C3=CC=CC=C3C=C12)=O (fluorenone), CC1=C(C=CC=C1)O (2-methyl phenol), ( c ). Yields the product OC1=C(C=C(C=C1)C1(C2=CC=CC=C2C=2C=CC=CC12)C1=CC(=C(C=C1)O)C)C (9,9-bis(4-hydroxy-3-methylphenyl)fluorene). Reactants: ClCCCl, ClCCl, Cl, CNC(=O)c1c(-c2ccc(F)cc2)oc2ccc(-c3cc(C(=O)O)c(OC)cc3C)cc12, On1nnc2ccccc21, NC1(c2ncccn2)CC1. Product: CNC(=O)c1c(-c2ccc(F)cc2)oc2ccc(-c3cc(C(=O)NC4(c5ncccn5)CC4)c(OC)cc3C)cc12. As a reaction SMILES: [CH2:53]([Cl:54])[CH2:55][Cl:56].[Cl:58][CH2:59][Cl:60].[ClH:57].[F:1][c:2]1[cH:3][cH:4][c:5](-[c:8]2[o:9][c:10]3[c:11]([c:12]2[C:13]([NH:14][CH3:15])=[O:16])[cH:17][c:18](-[c:21]2[c:22]([CH3:32])[cH:23][c:24]([O:30][CH3:31])[c:25]([C:26](=[O:27])[OH:28])[cH:29]2)[cH:19][cH:20]3)[cH:6][cH:7]1.[OH:43][n:44]1[c:45]2[c:46]([cH:47][cH:48][cH:49][cH:50]2)[n:51][n:52]1.[n:33]1[c:34]([C:39]2([NH2:42])[CH2:40][CH2:41]2)[n:35][cH:36][cH:37][cH:38]1>>[F:1][c:2]1[cH:3][cH:4][c:5](-[c:8]2[o:9][c:10]3[c:11]([c:12]2[C:13]([NH:14][CH3:15])=[O:16])[cH:17][c:18](-[c:21]2[c:22]([CH3:32])[cH:23][c:24]([O:30][CH3:31])[c:25]([C:26](=[O:27])[NH:42][C:39]4([c:34]5[n:33][cH:38][cH:37][cH:36][n:35]5)[CH2:40][CH2:41]4)[cH:29]2)[cH:19][cH:20]3)[cH:6][cH:7]1. Procedure: Reacting 12.0 mg (0.05 mMol) 5-amino-3-(1-methylpiperidin-4-yl)-1H-indole with 20.0 mg (0.10 mMol) 4-phenylbenzoic acid at 70° C., 10.0 mg (49%) of the title compound were recovered. As a reaction SMILES: [NH2:1][C:2]1[CH:3]=[C:4]2[C:8](=[CH:9][CH:10]=1)[NH:7][CH:6]=[C:5]2[CH:11]1[CH2:16][CH2:15][N:14]([CH3:17])[CH2:13][CH2:12]1.[C:18]1([C:24]2[CH:32]=[CH:31][C:27]([C:28](O)=[O:29])=[CH:26][CH:25]=2)[CH:23]=[CH:22][CH:21]=[CH:20][CH:19]=1>>[C:18]1([C:24]2[CH:25]=[CH:26][C:27]([C:28]([NH:1][C:2]3[CH:3]=[C:4]4[C:8](=[CH:9][CH:10]=3)[NH:7][CH:6]=[C:5]4[CH:11]3[CH2:16][CH2:15][N:14]([CH3:17])[CH2:13][CH2:12]3)=[O:29])=[CH:31][CH:32]=2)[CH:19]=[CH:20][CH:21]=[CH:22][CH:23]=1. Reactants: NC=1C=C2C(=CNC2=CC1)C1CCN(CC1)C (5-amino-3-(1-methylpiperidin-4-yl)-1H-indole), C1(=CC=CC=C1)C1=CC=C(C(=O)O)C=C1 (4-phenylbenzoic acid). Yields the product C1(=CC=CC=C1)C1=CC=C(C(=O)NC=2C=C3C(=CNC3=CC2)C2CCN(CC2)C)C=C1 (5-(4-phenylbenzoyl)amino-3-(1-methylpiperidin-4-yl)-1H-indole).